Dataset: the Open Reaction Database (ORD), a public repository of structured organic reaction records. Task: describe an organic reaction: reactants, conditions, products, and yield The reactants are CC(=O)OCc1ccc(O)cc1, CN(C)C=O, COCCOCCl, [H-], [Na+], C1CCOC1. Yields the product COCCOCOc1ccc(COC(C)=O)cc1. Reaction SMILES: [C:3]([CH3:4])(=[O:5])[O:6][CH2:7][c:8]1[cH:9][cH:10][c:11]([OH:14])[cH:12][cH:13]1.[CH3:27][N:28]([CH3:29])[CH:30]=[O:31].[Cl:15][CH2:16][O:17][CH2:18][CH2:19][O:20][CH3:21].[H-:1].[Na+:2].[O:22]1[CH2:23][CH2:24][CH2:25][CH2:26]1>>[C:3]([CH3:4])(=[O:5])[O:6][CH2:7][c:8]1[cH:9][cH:10][c:11]([O:14][CH2:16][O:17][CH2:18][CH2:19][O:20][CH3:21])[cH:12][cH:13]1. The reactants are C(C)(C)(C)OC(N[C@H](CC)C1=C(C(=C(C=C1)Cl)C(C1=CC=C(C=C1)C(O[SiH2]C(C)(C)C)(C)C)=O)F)=O (((R)-1-{3-[4-(tert-Butyl-dimethyl-silanyloxymethyl)-benzoyl]-4-chloro-2-fluoro-phenyl}-propyl)-carbamic acid tert-butyl ester), N[C@H](CC)C=1C(=C(C(=CC1)Cl)C(=O)C1=CC=C(C=C1)CO)F ([3-((R)-1-amino-propyl)-6-chloro-2-fluoro-phenyl]-(4-hydroxymethyl-phenyl)-methanone). Yields the product N[C@H](CC)C=1C(=C(C(=O)C2=CC=C(COC(C)=O)C=C2)C(=CC1)Cl)F (acetic acid 4-[3-((R)-1-amino-propyl)-6-chloro-2-fluoro-benzoyl]-benzyl ester). RXN SMILES: C(OC(=O)[NH:7][C@@H:8]([C:11]1[CH:16]=[CH:15][C:14]([Cl:17])=[C:13]([C:18](=[O:34])[C:19]2[CH:24]=[CH:23][C:22]([C:25](C)(C)[O:26][SiH2]C(C)(C)C)=[CH:21][CH:20]=2)[C:12]=1[F:35])[CH2:9][CH3:10])(C)(C)C.N[C@@H](C1C(F)=[C:43]([C:48](C2C=CC(CO)=CC=2)=[O:49])C(Cl)=CC=1)CC>>[NH2:7][C@@H:8]([C:11]1[C:12]([F:35])=[C:13]([C:14]([Cl:17])=[CH:15][CH:16]=1)[C:18]([C:19]1[CH:20]=[CH:21][C:22]([CH2:25][O:26][C:48](=[O:49])[CH3:43])=[CH:23][CH:24]=1)=[O:34])[CH2:9][CH3:10]. Procedure: Step 2 ((R)-1-{3-[4-(tert-Butyl-dimethyl-silanyloxymethyl)-benzoyl]-4-chloro-2-fluoro-phenyl}-propyl)-carbamic acid tert-butyl ester was deprotected as Step 2 in the preparation of Example 2. A mixture of the doubly deprotected product [3-((R)-1-amino-propyl)-6-chloro-2-fluoro-phenyl]-(4-hydroxymethyl-phenyl)-methanone (=Example 50) and the trans-esterified product acetic acid 4-[3-((R)-1-amino-propyl)-6-chloro-2-fluoro-benzoyl]-benzyl ester (=Example 49) was obtained. Separation was achieved by...